describe an organic reaction: reactants, conditions, products, and yield From a dataset of the Open Reaction Database (ORD), a public repository of structured organic reaction records. Starting materials: ClC1=CC2=C(N(C(N2)=O)C(C)C)C=C1 (5-Chloro-1-isopropylbenzimidazol-2-one), [N+](=O)(O)[O-] (nitric acid). Run in ClC1=C(C=CC=C1)Cl (o-dichlorobenzene). Conditions: temperature 60 celsius, time 1 hour. Product: ClC1=CC2=C(N(C(N2)=O)C(C)C)C=C1[N+](=O)[O-] (5-chloro-1-isopropyl-6-nitrobenzimidazol-2-one). Isolated yield 84.5%. RXN SMILES: [Cl:1][C:2]1[CH:14]=[CH:13][C:5]2[N:6]([CH:10]([CH3:12])[CH3:11])[C:7](=[O:9])[NH:8][C:4]=2[CH:3]=1.[N+:15]([O-])([OH:17])=[O:16]>ClC1C=CC=CC=1Cl>[Cl:1][C:2]1[C:14]([N+:15]([O-:17])=[O:16])=[CH:13][C:5]2[N:6]([CH:10]([CH3:12])[CH3:11])[C:7](=[O:9])[NH:8][C:4]=2[CH:3]=1. Procedure details: 5-Chloro-1-isopropylbenzimidazol-2-one (4.0 g) was dissolved in o-dichlorobenzene (80 ml) and thereto was added dropwise 70% nitric acid (2.0 g). The mixture was stirred at 60° C. for 1 hour and left to stand for cooling. The precipitated crystal was separated by filtration and washed with diethyl ether and water to give 5-chloro-1-isopropyl-6-nitrobenzimidazol-2-one (4.1 g). A part of the obtained product was recrystallized from ethanol, which showed the following physical properties: Reactants: BrC1=NC=CC=N1 (2-bromopyrimidine), C(C)(C)N(CC)C(C)C (diisopropylethylamine), Cl.Cl.C1(=CC=CC2=CC=CC=C12)[C@@H](C)N[C@@H]1CNCC1 ((S)-3-[(R)-1-(naphthalen-1-yl)ethylamino]pyrrolidine dihydrochloride). The solvent is O1CCOCC1 (dioxane). The product is C1(=CC=CC2=CC=CC=C12)[C@@H](C)N[C@@H]1CN(CC1)C1=NC=CC=N1 ((R)-1-(naphthalen-1-yl)ethyl-[(S)-1-(pyrimidin-2-yl)pyrrolidin-3-yl]amine). Yield: 70.4%. Reaction SMILES: Cl.Cl.[C:3]1([C@H:13]([NH:15][C@H:16]2[CH2:20][CH2:19][NH:18][CH2:17]2)[CH3:14])[C:12]2[C:7](=[CH:8][CH:9]=[CH:10][CH:11]=2)[CH:6]=[CH:5][CH:4]=1.Br[C:22]1[N:27]=[CH:26][CH:25]=[CH:24][N:23]=1.C(N(C(C)C)CC)(C)C>O1CCOCC1>[C:3]1([C@H:13]([NH:15][C@H:16]2[CH2:20][CH2:19][N:18]([C:22]3[N:27]=[CH:26][CH:25]=[CH:24][N:23]=3)[CH2:17]2)[CH3:14])[C:12]2[C:7](=[CH:8][CH:9]=[CH:10][CH:11]=2)[CH:6]=[CH:5][CH:4]=1 |f:0.1.2|. Reported procedure: To a suspension of 156.6 mg of (S)-3-[(R)-1-(naphthalen-1-yl)ethylamino]pyrrolidine dihydrochloride in 5 ml of dioxane were added 87.4 mg of 2-bromopyrimidine and 207 mg of diisopropylethylamine, and the mixture was stirred under reflux for 16 hours. The reaction mixture was evaporated, and to the residue were added a saturated aqueous sodium bicarbonate solution and chloroform, the mixture was stirred and the liquids were separated. The organic layer was dried, the solvent was evaporated, and t... The reactants are BrC=1C(=CC2=CC=CC=C2C1)CBr (3-bromo-2-bromomethylnaphthalene), [C-]#N.[Na+] (sodium cyanide), CS(=O)C (DMSO), ice H2O. Reaction SMILES: [Br:1][C:2]1[C:3](CBr)=[CH:4][C:5]2[C:10]([CH:11]=1)=[CH:9][CH:8]=[CH:7][CH:6]=2.[C-:14]#[N:15].[Na+].[CH3:17]S(C)=O>>[Br:1][C:2]1[CH:3]=[C:4]([CH2:17][C:14]#[N:15])[C:5]2[C:10]([CH:11]=1)=[CH:9][CH:8]=[CH:7][CH:6]=2 |f:1.2|. The product is BrC=1C=C(C2=CC=CC=C2C1)CC#N (3-bromo-2-naphthalenylacetonitrile). Conditions: time 2 hour. Procedure: A suspension of 3-bromo-2-bromomethylnaphthalene (6.0 g, 0.020 mol), DMSO (150 mL) and sodium cyanide (1.0 g, 0.020 mol) was stirred for 2 hours at room temperature. The resulting solution was added to ice/H2O and extracted well with ethyl acetate. The organic phase was dried over MgSO4, concentrated and dried in vacuo for 16 hours. Treatment of the resulting solid with diethyl ether/hexane afforded 3-bromo-2-naphthalenylacetonitrile (3.6 g), m.p. 116°-117° C. Reactants: C([O-])(O)=O.[Na+] (sodium bicarbonate), [OH-].[Na+] (sodium hydroxide), C(C)(=O)NC=1C=CC2=C(C(CC3(CCN(CC3)CC3=CC=C(C=C3)[N+](=O)[O-])O2)=O)C1 (3,4-dihydro-6-acetamido-1'-(4-nitrobenzyl)spiro[(2H)-1-benzopyran-2,4'-piperidine]-4-one). Reagents/catalysts: [Cl-].[Ti+3].[Cl-].[Cl-] (titanium (III) chloride). Run in C(C)(=O)O (acetic acid). Run at time 1 hour. The product is C(C)(=O)NC=1C=CC2=C(CCC3(CCN(CC3)CC3=CC=C(C=C3)N)O2)C1 (3,4-Dihydro-6-acetamido-1'-(4-aminobenzyl)spiro[(2H)-1-benzopyran-2,4'-piperidine]). Yield: 82.1%. As a reaction SMILES: [C:1]([NH:4][C:5]1[CH:6]=[CH:7][C:8]2[O:28][C:12]3([CH2:17][CH2:16][N:15]([CH2:18][C:19]4[CH:24]=[CH:23][C:22]([N+:25]([O-])=O)=[CH:21][CH:20]=4)[CH2:14][CH2:13]3)[CH2:11][C:10](=O)[C:9]=2[CH:30]=1)(=[O:3])[CH3:2].C(=O)(O)[O-].[Na+].[OH-].[Na+]>C(O)(=O)C.[Cl-].[Ti+3].[Cl-].[Cl-]>[C:1]([NH:4][C:5]1[CH:6]=[CH:7][C:8]2[O:28][C:12]3([CH2:13][CH2:14][N:15]([CH2:18][C:19]4[CH:20]=[CH:21][C:22]([NH2:25])=[CH:23][CH:24]=4)[CH2:16][CH2:17]3)[CH2:11][CH2:10][C:9]=2[CH:30]=1)(=[O:3])[CH3:2] |f:1.2,3.4,6.7.8.9|. Procedure: To a solution of 3,4-dihydro-6-acetamido-1'-(4-nitrobenzyl)spiro[(2H)-1-benzopyran-2,4'-piperidine]-4-one (0.58 g, 1.4 mmol) in acetic acid (6.4 ml) was added titanium (III) chloride (15% wt. in 20-30% wt. hydrochloric acid, 7 ml) dropwise. The reaction mixture was stirred at room temperature for 1 hr, cooled to 0° C. and basified with saturated sodium bicarbonate and 20% sodium hydroxide solutions. Extraction with ethyl acetate, drying and solvent evaporation gave an oil (0.42 g). Chromatograph... Reactants: O=C(O)c1nc2c(s1)CCOc1cc(Br)ccc1-2, O=C([O-])O, CC1(C)OB(c2cn[nH]c2)OC1(C)C, CC#N, CCOC(C)=O, [Na+], O, c1ccc(P(c2ccccc2)(c2ccccc2)[Pd](P(c2ccccc2)(c2ccccc2)c2ccccc2)(P(c2ccccc2)(c2ccccc2)c2ccccc2)P(c2ccccc2)(c2ccccc2)c2ccccc2)cc1. Product: O=C(O)c1nc2c(s1)CCOc1cc(-c3cn[nH]c3)ccc1-2. As a reaction SMILES: [Br:1][c:2]1[cH:3][c:4]2[c:5]([cH:17][cH:18]1)-[c:6]1[n:7][c:8]([C:14](=[O:15])[OH:16])[s:9][c:10]1[CH2:11][CH2:12][O:13]2.[C:33](=[O:34])([OH:35])[O-:36].[CH3:19][C:20]1([CH3:21])[C:22]([CH3:23])([CH3:24])[O:25][B:26]([c:27]2[cH:28][n:29][nH:30][cH:31]2)[O:32]1.[CH3:39][C:40]#[N:41].[CH3:42][CH2:43][O:44][C:45](=[O:46])[CH3:47].[Na+:37].[OH2:38].[cH:48]1[cH:49][cH:50][c:51]([P:52]([Pd:53]([P:54]([c:55]2[cH:56][cH:57][cH:58][cH:59][cH:60]2)([c:61]2[cH:62][cH:63][cH:64][cH:65][cH:66]2)[c:67]2[cH:68][cH:69][cH:70][cH:71][cH:72]2)([P:73]([c:74]2[cH:75][cH:76][cH:77][cH:78][cH:79]2)([c:80]2[cH:81][cH:82][cH:83][cH:84][cH:85]2)[c:86]2[cH:87][cH:88][cH:89][cH:90][cH:91]2)[P:92]([c:93]2[cH:94][cH:95][cH:96][cH:97][cH:98]2)([c:99]2[cH:100][cH:101][cH:102][cH:103][cH:104]2)[c:105]2[cH:106][cH:107][cH:108][cH:109][cH:110]2)([c:111]2[cH:112][cH:113][cH:114][cH:115][cH:116]2)[c:117]2[cH:118][cH:119][cH:120][cH:121][cH:122]2)[cH:123][cH:124]1>>[c:2]1(-[c:27]2[cH:28][nH:29][n:30][cH:31]2)[cH:3][c:4]2[c:5]([cH:17][cH:18]1)-[c:6]1[n:7][c:8]([C:14](=[O:15])[OH:16])[s:9][c:10]1[CH2:11][CH2:12][O:13]2. Starting materials: O (Water), ICC1(CC=2C(=C(C=3CC(NC3C2C)(C)C)C)O1)C (3,5,6,7-tetrahydro-2-(iodomethyl)-2,4,6,6,8-pentamethyl-2H-furo[2,3-f]indole), Cl.CN(C=1SC2=C(N1)C=CC=C2)C2CCNCC2 (N-methyl-N-(4-piperidinyl)-1,3-benzothiazole-2-amine hydrochloride), C([O-])([O-])=O.[K+].[K+] (potassium carbonate). The solvent is CN(C(C)=O)C (N,N-dimethylacetamide). Run at temperature 180 celsius, time 4.5 hour. Yields the product CN(C=1SC2=C(N1)C=CC=C2)C2CCN(CC2)CC2(CC=1C(=C(C=3CC(NC3C1C)(C)C)C)O2)C (N-Methyl-N-[1-[(3,5,6,7-tetrahydro-2,4,6,6,8-pentamethyl-2H-furo[2,3-f]indol-2-yl)methyl]-4-piperidinyl]-1,3-benzothiazole-2-amine). Isolated yield 47.1%. Reaction SMILES: I[CH2:2][C:3]1([CH3:19])[O:18][C:6]2=[C:7]([CH3:17])[C:8]3[CH2:9][C:10]([CH3:16])([CH3:15])[NH:11][C:12]=3[C:13]([CH3:14])=[C:5]2[CH2:4]1.Cl.[CH3:21][N:22]([CH:32]1[CH2:37][CH2:36][NH:35][CH2:34][CH2:33]1)[C:23]1[S:24][C:25]2[CH:31]=[CH:30][CH:29]=[CH:28][C:26]=2[N:27]=1.C(=O)([O-])[O-].[K+].[K+].O>CN(C)C(=O)C>[CH3:21][N:22]([CH:32]1[CH2:37][CH2:36][N:35]([CH2:2][C:3]2([CH3:19])[O:18][C:6]3=[C:7]([CH3:17])[C:8]4[CH2:9][C:10]([CH3:16])([CH3:15])[NH:11][C:12]=4[C:13]([CH3:14])=[C:5]3[CH2:4]2)[CH2:34][CH2:33]1)[C:23]1[S:24][C:25]2[CH:31]=[CH:30][CH:29]=[CH:28][C:26]=2[N:27]=1 |f:1.2,3.4.5|. Procedure details: A suspension of 3,5,6,7-tetrahydro-2-(iodomethyl)-2,4,6,6,8-pentamethyl-2H-furo[2,3-f]indole (372 mg, 1.00 mmol), N-methyl-N-(4-piperidinyl)-1,3-benzothiazole-2-amine hydrochloride (427 mg, 1.50 mmol) and potassium carbonate (485 mg, 3.51 mmol) in N,N-dimethylacetamide (2 ml) was stirred for 4.5 hours at 180° C. under nitrogen atmosphere. Water was added to the reaction mixture and the mixture was extracted twice with ethyl acetate. The organic layers were combined, washed with water and saturat... The reactants are [Mg] (magnesium), C(CCC)[Mg]Cl (Butylmagnesium chloride), ClCCCCO (4-chloro-1-butanol), C(C)OC1=CC(CCC1)=O (3-ethoxy-2-cyclohexene-1-one), resultant solution, resultant solution. Solvent: C1CCOC1 (THF), C1CCOC1 (THF), C1CCOC1 (THF). Conditions: time 2 hour. The product is OCCCCC1=CC(CCC1)=O (3-(4-hydroxybutyl)-cyclohex-2-en-1-one). As a reaction SMILES: C([Mg]Cl)CCC.Cl[CH2:8][CH2:9][CH2:10][CH2:11][OH:12].[Mg].C([O:16][C:17]1[CH2:22][CH2:21][CH2:20][C:19](=O)[CH:18]=1)C>C1COCC1>[OH:12][CH2:11][CH2:10][CH2:9][CH2:8][C:19]1[CH2:20][CH2:21][CH2:22][C:17](=[O:16])[CH:18]=1. Procedure details: Butylmagnesium chloride (2.0M, 20.0 ml) is added dropwise over 20 min to a solution of 4-chloro-1-butanol (4.05 g) and THF (40.0 ml). The resultant solution is stirred for 20 min and then is added dropwise over 20 min to a mixture of magnesium (1.46 g) and THF (5.0 ml). The resulting warm mixture is heated at reflux for 3 hr, and then cooled in an ice bath. A solution of 3-ethoxy-2-cyclohexene-1-one (5.39 ml) and THF (20.0 ml) is then added dropwise over 20 min. The resultant solution is allowed... Reactants: COc1ccc(C2(C)CSc3cc(OC)ccc3C2CCCCCCCCC(CCCC(F)(F)C(F)(F)F)(C(=O)O)C(=O)O)cc1, CCCCCC, CS(C)=O, CCOC(C)=O. Yields the product COc1ccc(C2(C)CSc3cc(OC)ccc3C2CCCCCCCCC(CCCC(F)(F)C(F)(F)F)C(=O)O)cc1. As a reaction SMILES: [CH3:1][O:2][c:3]1[cH:4][cH:5][c:6]2[c:11]([cH:12]1)[S:10][CH2:9][C:8]([CH3:13])([c:14]1[cH:15][cH:16][c:17]([O:20][CH3:21])[cH:18][cH:19]1)[CH:7]2[CH2:22][CH2:23][CH2:24][CH2:25][CH2:26][CH2:27][CH2:28][CH2:29][C:30]([C:31](=[O:32])[OH:33])([C:34]([OH:35])=[O:36])[CH2:37][CH2:38][CH2:39][C:40]([C:41]([F:42])([F:43])[F:44])([F:45])[F:46].[CH3:47][CH2:48][CH2:49][CH2:50][CH2:51][CH3:52].[CH3:53][S:54](=[O:55])[CH3:56].[CH3:57][CH2:58][O:59][C:60](=[O:61])[CH3:62]>>[CH3:1][O:2][c:3]1[cH:4][cH:5][c:6]2[c:11]([cH:12]1)[S:10][CH2:9][C:8]([CH3:13])([c:14]1[cH:15][cH:16][c:17]([O:20][CH3:21])[cH:18][cH:19]1)[CH:7]2[CH2:22][CH2:23][CH2:24][CH2:25][CH2:26][CH2:27][CH2:28][CH2:29][CH:30]([C:31](=[O:32])[OH:33])[CH2:37][CH2:38][CH2:39][C:40]([C:41]([F:42])([F:43])[F:44])([F:45])[F:46]. Run in C=1(C(=CC=CC1)C)C (xylene). Procedure: In xylene (5 ml), 2-bromo-5-fluorobenzothiazole (548 mg, 2.36 mmol), ethyl 4-amino-5-chloro-2-fluorophenylacetate (547 mg, 2.36 mmol), and pyridinium p-toluenesulfonate (PPTS) (178 mg, 0.71 mmol) were heated under reflux for 3 hours. After cooling, the reaction mixture was distilled under reduced pressure to remove the solvent. The residue was purified by chromatography on a silica gel column, whereby from n-hexane/ethyl acetate (7:1, v/v) eluate fractions, ethyl (5-chloro-4-(5-fluoro-2-benzothi... The yield is 33.0%. Reaction SMILES: Br[C:2]1[S:3][C:4]2[CH:10]=[CH:9][C:8]([F:11])=[CH:7][C:5]=2[N:6]=1.[NH2:12][C:13]1[C:18]([Cl:19])=[CH:17][C:16]([CH2:20][C:21]([O:23][CH2:24][CH3:25])=[O:22])=[C:15]([F:26])[CH:14]=1.C1(C)C=CC(S([O-])(=O)=O)=CC=1.[NH+]1C=CC=CC=1>C1(C)C(C)=CC=CC=1>[Cl:19][C:18]1[C:13]([NH:12][C:2]2[S:3][C:4]3[CH:10]=[CH:9][C:8]([F:11])=[CH:7][C:5]=3[N:6]=2)=[CH:14][C:15]([F:26])=[C:16]([CH2:20][C:21]([O:23][CH2:24][CH3:25])=[O:22])[CH:17]=1 |f:2.3|. Product: ClC=1C(=CC(=C(C1)CC(=O)OCC)F)NC=1SC2=C(N1)C=C(C=C2)F (ethyl (5-chloro-4-(5-fluoro-2-benzothiazolyl)amino-2-fluorophenyl)acetate). The reactants are BrC=1SC2=C(N1)C=C(C=C2)F (2-bromo-5-fluorobenzothiazole), NC1=CC(=C(C=C1Cl)CC(=O)OCC)F (ethyl 4-amino-5-chloro-2-fluorophenylacetate), C1(=CC=C(C=C1)S(=O)(=O)[O-])C.[NH+]1=CC=CC=C1 (pyridinium p-toluenesulfonate). The reactants are CCO, CCCCCCCCCCCC(C)=NO. Reaction SMILES: [CH3:16][CH2:17][OH:18].[CH3:1][C:2]([CH2:3][CH2:4][CH2:5][CH2:6][CH2:7][CH2:8][CH2:9][CH2:10][CH2:11][CH2:12][CH3:13])=[N:14][OH:15]>>[CH3:1][CH:2]([CH2:3][CH2:4][CH2:5][CH2:6][CH2:7][CH2:8][CH2:9][CH2:10][CH2:11][CH2:12][CH3:13])[NH2:14]. Product: CCCCCCCCCCCC(C)N.